Dataset: the Open Reaction Database (ORD), a public repository of structured organic reaction records. Task: describe an organic reaction: reactants, conditions, products, and yield Starting materials: CCOC(C)=O, [Cl-], NC(=[NH2+])c1nn(Cc2ccccc2F)c2ccccc12, [Na+], [Na+], [Na+], O=C([O-])[O-], [OH-]. Yields the product N#Cc1nn(Cc2ccccc2F)c2ccccc12. Reaction SMILES: [CH3:30][CH2:31][O:32][C:33](=[O:34])[CH3:35].[Cl-:7].[F:8][c:9]1[c:10]([CH2:11][n:12]2[n:13][c:14]([C:21](=[NH2+:22])[NH2:23])[c:15]3[cH:16][cH:17][cH:18][cH:19][c:20]23)[cH:24][cH:25][cH:26][cH:27]1.[Na+:1].[Na+:29].[Na+:2].[O-:3][C:4](=[O:5])[O-:6].[OH-:28]>>[F:8][c:9]1[c:10]([CH2:11][n:12]2[n:13][c:14]([C:21]#[N:22])[c:15]3[cH:16][cH:17][cH:18][cH:19][c:20]23)[cH:24][cH:25][cH:26][cH:27]1.